Dataset: the Open Reaction Database (ORD), a public repository of structured organic reaction records. Task: describe an organic reaction: reactants, conditions, products, and yield The reactants are ClC1=C(C(=O)O)C=CC(=N1)C (2-chloro-6-methylnicotinic acid), C([O-])([O-])=O.[K+].[K+] (potassium carbonate), C(C)O (ethanol), CC(CCN)(C)C ((3,3-dimethylbutyl)amine). Reaction conditions: temperature 160 celsius. Product: CC(CCNC1=NC(=CC=C1C(=O)OCC)C)(C)C (Ethyl 2-[(3,3-dimethylbutyl)amino]-6-methyl-3-pyridinecarboxylate), oil. Isolated yield 75.0%. RXN SMILES: Cl[C:2]1[N:10]=[C:9]([CH3:11])[CH:8]=[CH:7][C:3]=1[C:4]([OH:6])=[O:5].C(=O)([O-])[O-].[K+].[K+].[CH3:18][C:19]([CH3:24])([CH3:23])[CH2:20][CH2:21][NH2:22].[CH2:25](O)[CH3:26]>>[CH3:18][C:19]([CH3:24])([CH3:23])[CH2:20][CH2:21][NH:22][C:2]1[C:3]([C:4]([O:6][CH2:25][CH3:26])=[O:5])=[CH:7][CH:8]=[C:9]([CH3:11])[N:10]=1 |f:1.2.3|. Reported procedure: A solution of 2-chloro-6-methylnicotinic acid (0.500 g, 2.91 mmol) in ethanol (5.0 mL) was treated with potassium carbonate (0.810 g, 5.80 mmol) followed by (3,3-dimethylbutyl)amine (0.590 mL, 4.35 mmol). The mixture was stirred at reflux for 3 h and then heated to 160° C. for 1 h in a Biotage Initiator microwave synthesizer. A solid was decanted and the mother liquor was further diluted with ethanol (5.0 mL) and treated with concentrated sulfuric acid (3.0 mL). The solution was then refluxed ov... Yields the product C(C)OC(C#CCC(C)C)=O (5-Methyl-hex-2-ynoic acid ethyl ester). RXN SMILES: [CH3:1][CH:2]([CH3:6])[CH2:3][C:4]#[CH:5].Cl[C:8]([O:10][CH2:11][CH3:12])=[O:9]>>[CH2:11]([O:10][C:8](=[O:9])[C:5]#[C:4][CH2:3][CH:2]([CH3:6])[CH3:1])[CH3:12]. Procedure: The title compound was prepared from 4-methyl-pent-1-yne and ethyl chloroformate in accordance with the procedures of G. Cai et al., Tetrahedron, 2006, (5697-5708). Starting materials: CC(CC#C)C (4-methyl-pent-1-yne), ClC(=O)OCC (ethyl chloroformate), ( 5697-5708 ). Starting materials: [Al+3].[Cl-].[Cl-].[Cl-] (AlCl3), C1(C=2C(C(=O)O1)=CC=CC2)=O (phthalic anhydride), C1(O)=CC(O)=CC=C1 (resorcinol). Solvent: [N+](=O)([O-])C1=CC=CC=C1 (nitrobenzene). Conditions: time 8 hour. The product is C(=O)(O)C1=C(C=CC=C1)C(C1=C(C=C(C=C1)O)O)=O (2′-Carboxy-2,4-dihydroxybenzophenone). As a reaction SMILES: [Al+3].[Cl-].[Cl-].[Cl-].[C:5]1(=[O:15])[O:10][C:8](=[O:9])[C:7]2=[CH:11][CH:12]=[CH:13][CH:14]=[C:6]12.[C:16]1([CH:23]=[CH:22][CH:21]=[C:19]([OH:20])[CH:18]=1)[OH:17]>[N+](C1C=CC=CC=1)([O-])=O>[C:8]([C:7]1[CH:11]=[CH:12][CH:13]=[CH:14][C:6]=1[C:5](=[O:15])[C:21]1[CH:22]=[CH:23][C:16]([OH:17])=[CH:18][C:19]=1[OH:20])([OH:10])=[O:9] |f:0.1.2.3|. Procedure: 2′-Carboxy-2,4-dihydroxybenzophenone was prepared according to literature procedures. Smith, G. A.; Metcalfe, J. C.; Clarke, S. D J. Chem. Soc. Perkin Trans 2. 1993, 1195. AlCl3 (28.00 g, 210 mmol) was added to a solution of phthalic anhydride (13.85 g, 93.5 mmol) and resorcinol (10.0 g, 90.8 mmol) in 225 ml nitrobenzene and purged with N2. After stirring overnight, the solution was poured into a vigorously stirred biphasic solution of 750 ml hexanes and 1.0 L 0.5 M aqueous HCl. The solution was... Reactants: CSC1=NC=C2SC=CN21 (5-methylthioimidazo[5,1-b]thiazole), C(C=C)OC(=O)N1C[C@@H](C[C@H]1C=O)O[Si](C)(C)C(C)(C)C ((3R,5S)-1-allyloxycarbonyl-3-t-butyldimethylsilyloxy-5-formylpyrrolidine). The product is C(C=C)OC(=O)N1C[C@@H](C[C@H]1C(C1=CN2C(S1)=CN=C2SC)O)O[Si](C)(C)C(C)(C)C ((3R,5S)-1-allyloxycarbonyl-3-t-butyldimethylsilyloxy-5-[1-hydroxy-1-(5-methylthioimidazo[5,1-b]thiazol-2-yl)methyl]pyrrolidine). The yield is 52.1%. As a reaction SMILES: [CH3:1][S:2][C:3]1[N:10]2[C:6]([S:7][CH:8]=[CH:9]2)=[CH:5][N:4]=1.[CH2:11]([O:14][C:15]([N:17]1[C@H:21]([CH:22]=[O:23])[CH2:20][C@@H:19]([O:24][Si:25]([C:28]([CH3:31])([CH3:30])[CH3:29])([CH3:27])[CH3:26])[CH2:18]1)=[O:16])[CH:12]=[CH2:13]>>[CH2:11]([O:14][C:15]([N:17]1[C@H:21]([CH:22]([OH:23])[C:8]2[S:7][C:6]3=[CH:5][N:4]=[C:3]([S:2][CH3:1])[N:10]3[CH:9]=2)[CH2:20][C@@H:19]([O:24][Si:25]([C:28]([CH3:31])([CH3:30])[CH3:29])([CH3:26])[CH3:27])[CH2:18]1)=[O:16])[CH:12]=[CH2:13]. Reported procedure: The procedure of Synthesis Example 10-a) is repeated, except that 1.60 g of 5-methylthioimidazo[5,1-b]thiazole and 2.97 g of (3R,5S)-1-allyloxycarbonyl-3-t-butyldimethylsilyloxy-5-formylpyrrolidine are used and the purification is successively performed by column chromatography on Sephadex LH-20 (dichloromethane:methanol=1:1) and on silica gel (hexane:ethyl acetate=1:2) to give 2.37 g of (3R,5S)-1-allyloxycarbonyl-3-t-butyldimethylsilyloxy-5-[1-hydroxy-1-(5-methylthioimidazo[5,1-b]thiazol-2-yl)m... The reactants are C(C)(C)(C)NC(=O)C1=CN(C2=NC=C(N=C21)N2N=CC1=CC(=CC=C21)Cl)COCC[Si](C)(C)C (N-tert-butyl-2-(5-chloro-1H-indazol-1-yl)-5-((2-(trimethylsilyl)ethoxy)methyl)-5H-pyrrolo[2,3-b]pyrazine-7-carboxamide), FC(C(=O)O)(F)F (trifluoroacetic acid). Solvent: ClCCl (dichloromethane). Run at time 15 hour. Yields the product C(C)(C)(C)NC(=O)C1=CNC2=NC=C(N=C21)N2N=CC1=CC(=CC=C21)Cl (2-(5-chloro-indazol-1-yl)-5H-pyrrolo[2,3-b]pyrazine-7-carboxylic acid tert-butylamide). The yield is 38.4%. As a reaction SMILES: [C:1]([NH:5][C:6]([C:8]1[C:16]2[C:11](=[N:12][CH:13]=[C:14]([N:17]3[C:25]4[C:20](=[CH:21][C:22]([Cl:26])=[CH:23][CH:24]=4)[CH:19]=[N:18]3)[N:15]=2)[N:10](COCC[Si](C)(C)C)[CH:9]=1)=[O:7])([CH3:4])([CH3:3])[CH3:2].FC(F)(F)C(O)=O>ClCCl>[C:1]([NH:5][C:6]([C:8]1[C:16]2[C:11](=[N:12][CH:13]=[C:14]([N:17]3[C:25]4[C:20](=[CH:21][C:22]([Cl:26])=[CH:23][CH:24]=4)[CH:19]=[N:18]3)[N:15]=2)[NH:10][CH:9]=1)=[O:7])([CH3:4])([CH3:2])[CH3:3]. Reported procedure: To a stirred solution of N-tert-butyl-2-(5-chloro-1H-indazol-1-yl)-5-((2-(trimethylsilyl)ethoxy)methyl)-5H-pyrrolo[2,3-b]pyrazine-7-carboxamide (144 mg, 289 μmol) in dichloromethane (3 mL) was added trifluoroacetic acid (1 mL). After 15 h then mixture was concentrated in vacuo then 25 mL Jan. 10, 1960 of a mixture of ammonium hydroxide/methanol/dichloromethane added. After 1 h the mixture was concentrated in vacuo. Purification by chromatography (silica, 24 g Analogix column, 0-5% of a solution ... Reactants: Cl.N[C@@H]1CC[C@H](CC1)NC(=O)C1=C(NC=2C1=NC=CC2C2=C(C=CC(=C2)C)OCC2CC2)C (N-(Trans-4-aminocyclohexyl)-7-[2-(cyclopropylmethoxy)-5-methylphenyl]-2-methyl-1H-pyrrolo[3,2-b]pyridine-3-carboxamide hydrochloride), C(C)(=O)Cl (acetyl chloride). Yields the product C(C)(=O)N[C@@H]1CC[C@H](CC1)NC(=O)C1=C(NC=2C1=NC=CC2C2=C(C=CC(=C2)C)OCC2CC2)C (N-[trans-4-(Acetylamino)cyclohexyl]-7-[2-(cyclopropylmethoxy)-5-methylphenyl]-2-methyl-1H-pyrrolo[3,2-b]pyridine-3-carboxamide). As a reaction SMILES: Cl.[NH2:2][C@H:3]1[CH2:8][CH2:7][C@H:6]([NH:9][C:10]([C:12]2[C:16]3=[N:17][CH:18]=[CH:19][C:20]([C:21]4[CH:26]=[C:25]([CH3:27])[CH:24]=[CH:23][C:22]=4[O:28][CH2:29][CH:30]4[CH2:32][CH2:31]4)=[C:15]3[NH:14][C:13]=2[CH3:33])=[O:11])[CH2:5][CH2:4]1.[C:34](Cl)(=[O:36])[CH3:35]>>[C:34]([NH:2][C@H:3]1[CH2:8][CH2:7][C@H:6]([NH:9][C:10]([C:12]2[C:16]3=[N:17][CH:18]=[CH:19][C:20]([C:21]4[CH:26]=[C:25]([CH3:27])[CH:24]=[CH:23][C:22]=4[O:28][CH2:29][CH:30]4[CH2:31][CH2:32]4)=[C:15]3[NH:14][C:13]=2[CH3:33])=[O:11])[CH2:5][CH2:4]1)(=[O:36])[CH3:35] |f:0.1|. Reported procedure: Starting from N-(trans-4-aminocyclohexyl)-7-[2-(cyclopropylmethoxy)-5-methylphenyl]-2-methyl-1H-pyrrolo[3,2-b]pyridine-3-carboxamide hydrochloride (example D.f19) and commercially available acetyl chloride the title compound is obtained as colorless solid. Yields the product C(C1=CC=CC=C1)N(C(=O)OC(C)(C)C)[C@H](C(=O)NCC(=O)OC)CC1=CC2=CC=CC=C2C=C1 ((2S)-2-[N-benzyl-N-(tert-butoxycarbonyl)amino]-N-methoxycarbonylmethyl-3-(2-naphthyl)propanamide). The solvent is ClCCl (dichloromethane). Reported procedure: To a stirred mixture of N-benzyl-N-(tert-butoxycarbonyl)-3-(2-naphthyl)-L-alanine (2.9 g), glycine methyl ester hydrochloride (0.9 g) and 1-hydroxybenzotriazole hydrate (1.06 g) in dichloromethane (50 ml) was added dropwise 1-(3-dimethylaminopropyl)-3-ethylcarbodiimide (1.43 ml) at ice-bath temperature. The resulting mixture was stirred at room temperature for 2 days and then evaporated under reduced pressure. The residue was partitioned between ethyl acetate and aqueous sodium bicarbonate solut... The reactants are CN(CCCN=C=NCC)C (1-(3-dimethylaminopropyl)-3-ethylcarbodiimide), C(C1=CC=CC=C1)N([C@@H](CC1=CC2=CC=CC=C2C=C1)C(=O)O)C(=O)OC(C)(C)C (N-benzyl-N-(tert-butoxycarbonyl)-3-(2-naphthyl)-L-alanine), Cl.COC(CN)=O (glycine methyl ester hydrochloride), O.ON1N=NC2=C1C=CC=C2 (1-hydroxybenzotriazole hydrate). RXN SMILES: [CH2:1]([N:8]([C:24]([O:26][C:27]([CH3:30])([CH3:29])[CH3:28])=[O:25])[C@H:9]([C:21](O)=[O:22])[CH2:10][C:11]1[CH:20]=[CH:19][C:18]2[C:13](=[CH:14][CH:15]=[CH:16][CH:17]=2)[CH:12]=1)[C:2]1[CH:7]=[CH:6][CH:5]=[CH:4][CH:3]=1.Cl.[CH3:32][O:33][C:34](=[O:37])[CH2:35][NH2:36].O.ON1C2C=CC=CC=2N=N1.CN(C)CCCN=C=NCC>ClCCl>[CH2:1]([N:8]([C@@H:9]([CH2:10][C:11]1[CH:20]=[CH:19][C:18]2[C:13](=[CH:14][CH:15]=[CH:16][CH:17]=2)[CH:12]=1)[C:21]([NH:36][CH2:35][C:34]([O:33][CH3:32])=[O:37])=[O:22])[C:24]([O:26][C:27]([CH3:29])([CH3:30])[CH3:28])=[O:25])[C:2]1[CH:3]=[CH:4][CH:5]=[CH:6][CH:7]=1 |f:1.2,3.4|. Reaction conditions: time 2 day.